Task: describe an organic reaction: reactants, conditions, products, and yield. Dataset: the Open Reaction Database (ORD), a public repository of structured organic reaction records The reactants are O (water), CC(=O)C (acetone), C1(=CC=CC=C1)P(C1=CC=CC=C1)C1=CC=CC=C1 (triphenylphosphine), C(C)(C)N(CC)C(C)C (diisopropylethylamine), NC=1N=C(C(=NC1Br)C=1C=CC(N(N1)C(C)C)=O)C1=CC=CC=C1 (6-(5-amino-6-bromo-3-phenyl-2-pyrazinyl)-2-isopropyl-3(2H)-pyridazinone). Reagents/catalysts: C(C)(=O)[O-].[Pd+2].C(C)(=O)[O-] (palladium acetate). Solvent: CN(C)C=O (DMF). Run at temperature 102.5 celsius. Yields the product NC=1C(=NC(=C(N1)C1=CC=CC=C1)C1=NN(C(C=C1)=O)C(C)C)C=CC(=O)OCC (ethyl 3-[3-amino-6-(1-isopropyl-6-oxo-1,6-dihydro-3-pyridazinyl)-5-phenyl-2-pyrazinyl]acrylate). As a reaction SMILES: C1(P([C:14]2[CH:19]=[CH:18]C=CC=2)C2C=CC=CC=2)C=CC=CC=1.C(N(C(C)C)CC)(C)C.[NH2:29][C:30]1[N:31]=[C:32]([C:47]2[CH:52]=[CH:51][CH:50]=[CH:49][CH:48]=2)[C:33]([C:37]2[CH:38]=[CH:39][C:40](=[O:46])[N:41]([CH:43]([CH3:45])[CH3:44])[N:42]=2)=[N:34][C:35]=1Br.[OH2:53].[CH3:54][C:55](C)=[O:56]>CN(C=O)C.C([O-])(=O)C.[Pd+2].C([O-])(=O)C>[NH2:29][C:30]1[C:35]([CH:18]=[CH:19][C:14]([O:56][CH2:55][CH3:54])=[O:53])=[N:34][C:33]([C:37]2[CH:38]=[CH:39][C:40](=[O:46])[N:41]([CH:43]([CH3:45])[CH3:44])[N:42]=2)=[C:32]([C:47]2[CH:52]=[CH:51][CH:50]=[CH:49][CH:48]=2)[N:31]=1 |f:6.7.8|. Procedure: In the presence of palladium acetate (14.6 mg) and triphenylphosphine (34.0 mg), diisopropylethylamine (0.687 ml) was added to a mixture of 6-(5-amino-6-bromo-3-phenyl-2-pyrazinyl)-2-isopropyl-3(2H)-pyridazinone (501 mg) in DMF (2 ml) and the mixture was heated at 100-105° C. for 20 hours. After addition of water, a precipitate was collected by filtration and purified by column chromatography on silica gel eluting with a mixture of n-hexane and EtOAc (50:50 v/v) to give a solid. The solid was su...